This data is from the Open Reaction Database (ORD), a public repository of structured organic reaction records. The task is: describe an organic reaction: reactants, conditions, products, and yield Reactants: BrC=1C=C(C=O)C=C(C1O)Br (3,5-dibromo-4-hydroxybenzaldehyde), CN1C(=O)NC(=O)C1 (1-methyl hydantoin). The product is BrC=1C=C(C=C(C1O)Br)C=C1C(NC(N1C)=O)=O (5-[(3,5-Dibromo-4-hydroxyphenyl)methylene]-l-methyl-2,4-imidazolidinedione). Yield: 72.7%. Reaction SMILES: [Br:1][C:2]1[CH:3]=[C:4]([CH:7]=[C:8]([Br:11])[C:9]=1[OH:10])[CH:5]=O.[CH3:12][N:13]1[CH2:19][C:17](=[O:18])[NH:16][C:14]1=[O:15]>>[Br:1][C:2]1[CH:3]=[C:4]([CH:5]=[C:19]2[N:13]([CH3:12])[C:14](=[O:15])[NH:16][C:17]2=[O:18])[CH:7]=[C:8]([Br:11])[C:9]=1[OH:10]. Procedure details: Prepared according to the procedure described in Example 99 using 3,5-dibromo-4-hydroxybenzaldehyde (8.4 g, 30 mmoles) and 1-methyl hydantoin (3.5 g, 30 mmoles) to afford the pure product (8.2 g), mp 271°-277° C. Starting materials: [N+](=O)([O-])C=1C=CC2=C(C=CC3=C(S2(=O)=O)C=C(C=C3)C(=O)O)C1 (8-nitrodibenzo[b,f]thiepin-3-carboxylic acid 5,5-dioxide), C1=CC(=CC=2S(C3=C(C=CC21)C=CC=C3)(=O)=O)C(=O)O (dibenzo[b,f]thiepin-3-carboxylic acid 5,5-dioxide). Yields the product OCC=1C=CC2=C(S(C3=C(C=C2)C=C(C=C3)[N+](=O)[O-])(=O)=O)C1 (3-Hydroxymethyl-8-nitro-dibenzo[b,f]thiepin-5,5-dioxide). RXN SMILES: [N+:1]([C:4]1[CH:5]=[CH:6][C:7]2[S:13](=[O:15])(=[O:14])[C:12]3[CH:16]=[C:17]([C:20](O)=[O:21])[CH:18]=[CH:19][C:11]=3[CH:10]=[CH:9][C:8]=2[CH:23]=1)([O-:3])=[O:2].C1C2C=CC3C=CC=CC=3S(=O)(=O)C=2C=C(C(O)=O)C=1>>[OH:21][CH2:20][C:17]1[CH:18]=[CH:19][C:11]2[CH:10]=[CH:9][C:8]3[CH:23]=[C:4]([N+:1]([O-:3])=[O:2])[CH:5]=[CH:6][C:7]=3[S:13](=[O:14])(=[O:15])[C:12]=2[CH:16]=1. Procedure details: Repeat the process of Example 6, substituting an equivalent quantity of 8-nitrodibenzo[b,f]thiepin-3-carboxylic acid 5,5-dioxide for the dibenzo[b,f]thiepin-3-carboxylic acid 5,5-dioxide, to obtain the title product. Reactants: N (ammonia), FC1=NC(=NC(=N1)F)OC(F)(F)F (2,4-difluoro-6-trifluoromethoxy-1,3,5-triazine). Reaction SMILES: [NH3:1].F[C:3]1[N:8]=[C:7]([F:9])[N:6]=[C:5]([O:10][C:11]([F:14])([F:13])[F:12])[N:4]=1>O1CCCC1>[NH2:1][C:3]1[N:8]=[C:7]([F:9])[N:6]=[C:5]([O:10][C:11]([F:14])([F:13])[F:12])[N:4]=1. Reported procedure: 4.4 g (0.259 mol) of gaseous ammonia were passed over the course of 45 minutes into a stirred mixture of 26.0 g (0.1293 mol) of 2,4-difluoro-6-trifluoromethoxy-1,3,5-triazine and 100 ml of tetrahydrofuran at -70° to -65° C. The mixture was then stirred for 2 hours at -70° C. and overnight while warming to 22° C. The residue from concentration under reduced pressure was stirred with water, filtered off with suction and washed. Drying yielded 22 g (85.9% of theory) of the title compound of melting... Solvent: O1CCCC1 (tetrahydrofuran). Product: NC1=NC(=NC(=N1)F)OC(F)(F)F (2-Amino-4-fluoro-6-trifluoromethoxy-1,3,5-triazine). Reaction conditions: temperature -70 celsius, time 8 hour. The solvent is C(Cl)Cl (methylene chloride), O (water). The reactants are B(Br)(Br)Br (Boron tribromide), COC1=CC=C(OC=2C(C=C(OC2)C(=O)OCC)=O)C=C1 (ethyl 5-(4-methoxyphenoxy)-4-oxo-4H-pyran-2-carboxylate). Yields the product OC1=CC=C(OC=2C(C=C(OC2)C(=O)O)=O)C=C1 (5-(4-Hydroxyphenoxy)-4-oxo-4H-pyran-2-carboxylic acid). Reported procedure: Boron tribromide (8.8 ml) was added dropwise to a stirred solution of ethyl 5-(4-methoxyphenoxy)-4-oxo-4H-pyran-2-carboxylate (4.35 g) in methylene chloride (50 ml) causing gentle reflux. The solution was heated under reflux for a further 2 hours, then cooled and carefully diluted with water (25 ml). The solid title product was recrystallised from water (mp 257°-258° C. with decomposition). RXN SMILES: B(Br)(Br)Br.C[O:6][C:7]1[CH:25]=[CH:24][C:10]([O:11][C:12]2[C:13](=[O:23])[CH:14]=[C:15]([C:18]([O:20]CC)=[O:19])[O:16][CH:17]=2)=[CH:9][CH:8]=1>C(Cl)Cl.O>[OH:6][C:7]1[CH:8]=[CH:9][C:10]([O:11][C:12]2[C:13](=[O:23])[CH:14]=[C:15]([C:18]([OH:20])=[O:19])[O:16][CH:17]=2)=[CH:24][CH:25]=1. Reactants: N1=CC=CC=C1 (pyridine), C(C)(=O)OC(C)=O (acetic anhydride), O[C@H](C)[C-]1C=CC=C1.[CH-]1C=CC=C1.[Fe+2] ((R)-(1-Hydroxyethyl)ferrocene). Run at time 20 hour. Product: C(C)(=O)O[C@H](C)[C-]1C=CC=C1.[CH-]1C=CC=C1.[Fe+2] ((R)-(1-Acetoxyethyl)ferrocene). Reaction SMILES: N1[CH:6]=[CH:5][CH:4]=[CH:3][CH:2]=1.[C:7]([O:10][C:11](=[O:13])[CH3:12])(=O)[CH3:8].O[C@@H]([C-:17]1[CH:21]=[CH:20][CH:19]=[CH:18]1)C.[CH-]1C=CC=C1.[Fe+2:27]>>[C:11]([O:10][C@@H:7]([C-:2]1[CH:6]=[CH:5][CH:4]=[CH:3]1)[CH3:8])(=[O:13])[CH3:12].[CH-:17]1[CH:21]=[CH:20][CH:19]=[CH:18]1.[Fe+2:27] |f:2.3.4,5.6.7|. Procedure details: 500 g (6.32 mol) of pyridine and subsequently 600 g (5.88 mol) of acetic anhydride were added dropwise while stirring to the crude (R)-(1-hydroxyethyl) ferrocene from Example 1 at 25° C. under argon. The reaction mixture was allowed to stand for a further 20 hours at 25° C., then hydrolysed with 1.5 l of ammonium chloride solution (20%) and extracted three times with 1.5 l each time of ethyl acetate. The solvent was distilled off from the combined organic phases. The reactants are O=C([O-])[O-], N#Cc1cccc(C23CCCC(C2)N(Cc2ccccc2)CC3)c1, CS(C)=O, [K+], [K+], OO. Yields the product NC(=O)c1cccc(C23CCCC(C2)N(Cc2ccccc2)CC3)c1. Reaction SMILES: [C:25]([O-:26])(=[O:27])[O-:28].[CH2:1]([c:2]1[cH:3][cH:4][cH:5][cH:6][cH:7]1)[N:8]1[CH:9]2[CH2:10][CH2:11][CH2:12][C:13]([c:17]3[cH:18][c:19]([C:20]#[N:21])[cH:22][cH:23][cH:24]3)([CH2:14][CH2:15]1)[CH2:16]2.[CH3:33][S:34]([CH3:35])=[O:36].[K+:29].[K+:30].[OH:31][OH:32]>>[CH2:1]([c:2]1[cH:3][cH:4][cH:5][cH:6][cH:7]1)[N:8]1[CH:9]2[CH2:10][CH2:11][CH2:12][C:13]([c:17]3[cH:18][c:19]([C:20]([NH2:21])=[O:26])[cH:22][cH:23][cH:24]3)([CH2:14][CH2:15]1)[CH2:16]2. Product: CC(C)(C)OC(=O)N1CCCC(Nc2cc(Nc3ccc(Oc4ccccc4)cc3)ncn2)C1. As a reaction SMILES: [C:82](=[O:83])([O-:84])[O-:85].[CH3:88][c:89]1[cH:90][cH:91][cH:92][cH:93][cH:94]1.[CH3:95][CH2:96][O:97][C:98]([CH3:99])=[O:100].[Cl:1][c:2]1[cH:3][c:4]([NH:8][CH:9]2[CH2:10][N:11]([C:15](=[O:16])[O:17][C:18]([CH3:19])([CH3:20])[CH3:21])[CH2:12][CH2:13][CH2:14]2)[n:5][cH:6][n:7]1.[Cs+:86].[Cs+:87].[O-:102][C:103]([CH3:104])=[O:105].[O-:106][C:107]([CH3:108])=[O:109].[O:22]([c:23]1[cH:24][cH:25][cH:26][cH:27][cH:28]1)[c:29]1[cH:30][cH:31][c:32]([NH2:33])[cH:34][cH:35]1.[Pd+2:101].[cH:36]1[cH:37][cH:38][c:39]([P:40]([c:41]2[cH:42][cH:43][c:44]3[c:45]([cH:46][cH:47][cH:48][cH:49]3)[c:50]2-[c:51]2[c:52]3[c:53]([cH:54][cH:55][cH:56][cH:57]3)[cH:58][cH:59][c:60]2[P:61]([c:62]2[cH:63][cH:64][cH:65][cH:66][cH:67]2)[c:68]2[cH:69][cH:70][cH:71][cH:72][cH:73]2)[c:74]2[cH:75][cH:76][cH:77][cH:78][cH:79]2)[cH:80][cH:81]1>>[c:2]1([NH:33][c:32]2[cH:31][cH:30][c:29]([O:22][c:23]3[cH:24][cH:25][cH:26][cH:27][cH:28]3)[cH:35][cH:34]2)[cH:3][c:4]([NH:8][CH:9]2[CH2:10][N:11]([C:15](=[O:16])[O:17][C:18]([CH3:19])([CH3:20])[CH3:21])[CH2:12][CH2:13][CH2:14]2)[n:5][cH:6][n:7]1. The reactants are O=C([O-])[O-], Cc1ccccc1, CCOC(C)=O, CC(C)(C)OC(=O)N1CCCC(Nc2cc(Cl)ncn2)C1, [Cs+], [Cs+], CC(=O)[O-], CC(=O)[O-], Nc1ccc(Oc2ccccc2)cc1, [Pd+2], c1ccc(P(c2ccccc2)c2ccc3ccccc3c2-c2c(P(c3ccccc3)c3ccccc3)ccc3ccccc23)cc1.